Dataset: the Open Reaction Database (ORD), a public repository of structured organic reaction records. Task: describe an organic reaction: reactants, conditions, products, and yield The reactants are C(N)(=S)C=1C=C(C(=O)OCC)C=CC1 (ethyl 3-thiocarbamoylbenzoate), C(C)OC1=CC=C(C(CBr)=O)C=C1 (4-ethoxyphenacyl bromide). Yields the product C(C)OC1=CC=C(C=C1)C=1N=C(SC1)C=1C=C(C(=O)OCC)C=CC1 (ethyl 3-[4-(4-ethoxyphenyl)-2-thiazolyl]benzoate). Isolated yield 59.0%. Reaction SMILES: [C:1]([C:4]1[CH:5]=[C:6]([CH:12]=[CH:13][CH:14]=1)[C:7]([O:9][CH2:10][CH3:11])=[O:8])(=[S:3])[NH2:2].[CH2:15]([O:17][C:18]1[CH:27]=[CH:26][C:21]([C:22](=O)[CH2:23]Br)=[CH:20][CH:19]=1)[CH3:16]>>[CH2:15]([O:17][C:18]1[CH:27]=[CH:26][C:21]([C:22]2[N:2]=[C:1]([C:4]3[CH:5]=[C:6]([CH:12]=[CH:13][CH:14]=3)[C:7]([O:9][CH2:10][CH3:11])=[O:8])[S:3][CH:23]=2)=[CH:20][CH:19]=1)[CH3:16]. Reported procedure: In the same manner as in Example 74, ethyl 3-thiocarbamoylbenzoate was reacted with 4-ethoxyphenacyl bromide to obtain ethyl 3-[4-(4-ethoxyphenyl)-2-thiazolyl]benzoate. The product was recrystallized from ethanol. Yield: 59%. Pale yellow prisms. Melting point: 108 to 110° C. Reactants: CCCCn1c(=O)c2[nH]cnc2n(CCCC)c1=O, C=CCBr, [K+], [K+], O=C([O-])[O-], CN(C)C=O. Yields the product C=CCn1cnc2c1c(=O)n(CCCC)c(=O)n2CCCC. Reaction SMILES: [CH2:1]([CH2:2][CH2:3][CH3:4])[n:5]1[c:6](=[O:7])[n:8]([CH2:16][CH2:17][CH2:18][CH3:19])[c:9]2[n:10][cH:11][nH:12][c:13]2[c:14]1=[O:15].[CH2:26]([CH:27]=[CH2:28])[Br:29].[K+:20].[K+:21].[O-:22][C:23]([O-:24])=[O:25].[O:30]=[CH:31][N:32]([CH3:33])[CH3:34]>>[CH2:1]([CH2:2][CH2:3][CH3:4])[n:5]1[c:6](=[O:7])[n:8]([CH2:16][CH2:17][CH2:18][CH3:19])[c:9]2[n:10][cH:11][n:12]([CH2:28][CH:27]=[CH2:26])[c:13]2[c:14]1=[O:15].